Dataset: the Open Reaction Database (ORD), a public repository of structured organic reaction records. Task: describe an organic reaction: reactants, conditions, products, and yield As a reaction SMILES: CC(C)([O-])C.[K+].[CH2:7]([N:14]1[C:23]2[C:18](=[C:19]([CH2:25][CH:26]3[S:30][C:29](=[O:31])[NH:28][C:27]3=[O:32])[CH:20]=[CH:21][C:22]=2[OH:24])[CH2:17][CH2:16][C:15]1=[O:33])[C:8]1[CH:13]=[CH:12][CH:11]=[CH:10][CH:9]=1.I[CH2:35][CH2:36][CH2:37][CH3:38].S([O-])(O)(=O)=O.[K+]>O.CS(C)=O>[CH2:7]([N:14]1[C:23]2[C:18](=[C:19]([CH2:25][CH:26]3[S:30][C:29](=[O:31])[NH:28][C:27]3=[O:32])[CH:20]=[CH:21][C:22]=2[O:24][CH2:35][CH2:36][CH2:37][CH3:38])[CH2:17][CH2:16][C:15]1=[O:33])[C:8]1[CH:13]=[CH:12][CH:11]=[CH:10][CH:9]=1 |f:0.1,4.5|. Starting materials: S(=O)(=O)(O)[O-].[K+] (potassium hydrogensulfate), CC(C)([O-])C.[K+] (potassium tert-butoxide), C(C1=CC=CC=C1)N1C(CCC2=C(C=CC(=C12)O)CC1C(NC(S1)=O)=O)=O (5-(1-benzyl-8-hydroxy-2-oxo-1,2,3,4-tetrahydroquinolin-5-ylmethyl)thiazolidine-2,4-dione), ICCCC (4-iodobutane). The product is C(C1=CC=CC=C1)N1C(CCC2=C(C=CC(=C12)OCCCC)CC1C(NC(S1)=O)=O)=O (5-(1-benzyl-8-butoxy-2-oxo-1,2,3,4-tetrahydroquinolin-5-ylmethyl)thiazolidine-2,4-dione). The yield is 41.0%. Run at time 1 hour. Procedure details: 55.5 mg of potassium tert-butoxide was added to a DMSO solution (1 ml) of 90 mg of 5-(1-benzyl-8-hydroxy-2-oxo-1,2,3,4-tetrahydroquinolin-5-ylmethyl)thiazolidine-2,4-dione, followed by stirring at room temperature for 1 hour. 29.8 μl of 4-iodobutane was added thereto, followed by stirring at room temperature for 2 hours. Water was added to the reaction liquid, potassium hydrogensulfate was added to the mixture, and the mixture was extracted with ethyl acetate. After washing with water, the extra... Run in O (Water), CS(=O)C (DMSO). Reported procedure: A mixture of N-{[1,6-diethyl-4-(tetrahydro-2H-pyran-4-ylamino)-1H-pyrazolo[3,4-b]pyridin-5-yl]methyl}-N′-[(3′-formyl-2-methyl-3-biphenylyl)methyl]-1,3-benzenedicarboxamide (100 mg, 0.000152 mol) in 1,2-dichloroethane (4 mL) along with 1,1-dimethylethyl hexahydro-1H-1,4-diazepine-1-carboxylate (48 μL, 0.00024 mol) and sodium triacetoxyborohydride (68 mg., 0.00032 mol) and AcOH (12 μL) was placed on an oscillating shaker overnight at room temperature. The reaction was quenched with sat. aq. NaHCO3... Yield: 36.0%. Product: C(C)N1N=CC=2C1=NC(=C(C2NC2CCOCC2)CNC(=O)C2=CC(=CC=C2)C(=O)NCC=2C(=C(C=CC2)C2=CC(=CC=C2)CN2CCNCCC2)C)CC (N-{[1,6-Diethyl-4-(tetrahydro-2H-pyran-4-ylamino)-1H-pyrazolo[3,4-b]pyridin-5-yl]methyl}-N′-{[3′-(hexahydro-1H-1,4-diazepin-1-ylmethyl)-2-methyl-3-biphenylyl]methyl}-1,3-benzenedicarboxamide). Starting materials: C(C)N1N=CC=2C1=NC(=C(C2NC2CCOCC2)CNC(=O)C2=CC(=CC=C2)C(=O)NCC=2C(=C(C=CC2)C2=CC(=CC=C2)C=O)C)CC (N-{[1,6-diethyl-4-(tetrahydro-2H-pyran-4-ylamino)-1H-pyrazolo[3,4-b]pyridin-5-yl]methyl}-N′-[(3′-formyl-2-methyl-3-biphenylyl)methyl]-1,3-benzenedicarboxamide), N1(CCNCCC1)C(=O)OC(C)(C)C (1,1-dimethylethyl hexahydro-1H-1,4-diazepine-1-carboxylate), C(C)(=O)O[BH-](OC(C)=O)OC(C)=O.[Na+] (sodium triacetoxyborohydride), CC(=O)O (AcOH). Solvent: ClCCCl (1,2-dichloroethane). Reaction conditions: time 3 hour. RXN SMILES: [CH2:1]([N:3]1[C:7]2=[N:8][C:9]([CH2:48][CH3:49])=[C:10]([CH2:19][NH:20][C:21]([C:23]3[CH:28]=[CH:27][CH:26]=[C:25]([C:29]([NH:31][CH2:32][C:33]4[C:34]([CH3:47])=[C:35]([C:39]5[CH:44]=[CH:43][CH:42]=[C:41]([CH:45]=O)[CH:40]=5)[CH:36]=[CH:37][CH:38]=4)=[O:30])[CH:24]=3)=[O:22])[C:11]([NH:12][CH:13]3[CH2:18][CH2:17][O:16][CH2:15][CH2:14]3)=[C:6]2[CH:5]=[N:4]1)[CH3:2].[N:50]1(C(OC(C)(C)C)=O)[CH2:56][CH2:55][CH2:54][NH:53][CH2:52][CH2:51]1.C(O[BH-](OC(=O)C)OC(=O)C)(=O)C.[Na+].CC(O)=O>ClCCCl>[CH2:1]([N:3]1[C:7]2=[N:8][C:9]([CH2:48][CH3:49])=[C:10]([CH2:19][NH:20][C:21]([C:23]3[CH:28]=[CH:27][CH:26]=[C:25]([C:29]([NH:31][CH2:32][C:33]4[C:34]([CH3:47])=[C:35]([C:39]5[CH:44]=[CH:43][CH:42]=[C:41]([CH2:45][N:50]6[CH2:56][CH2:55][CH2:54][NH:53][CH2:52][CH2:51]6)[CH:40]=5)[CH:36]=[CH:37][CH:38]=4)=[O:30])[CH:24]=3)=[O:22])[C:11]([NH:12][CH:13]3[CH2:14][CH2:15][O:16][CH2:17][CH2:18]3)=[C:6]2[CH:5]=[N:4]1)[CH3:2] |f:2.3|.